This data is from the Open Reaction Database (ORD), a public repository of structured organic reaction records. The task is: describe an organic reaction: reactants, conditions, products, and yield The reactants are C(C)OP(=O)(OCC)CC1=C(C=CC=C1)CNCC(=O)OC (Methyl N[[2[(diethoxyphosphinyl)methyl]phenyl]methyl]glycinate), Cl (hydrochloric acid). The product is Cl.P(=O)(O)(O)CC1=C(C=CC=C1)CNCC(=O)O (N-[[2-(Phosphonomethyl)phenyl]methyl]glycine, hydrochloride). Reaction SMILES: C([O:3][P:4]([CH2:9][C:10]1[CH:15]=[CH:14][CH:13]=[CH:12][C:11]=1[CH2:16][NH:17][CH2:18][C:19]([O:21]C)=[O:20])([O:6]CC)=[O:5])C.[ClH:23]>>[ClH:23].[P:4]([CH2:9][C:10]1[CH:15]=[CH:14][CH:13]=[CH:12][C:11]=1[CH2:16][NH:17][CH2:18][C:19]([OH:21])=[O:20])([OH:6])([OH:5])=[O:3] |f:2.3|. Procedure: A solution of methyl N-[[2[(diethoxyphosphinyl)methyl]phenyl]methyl]glycinate (Example 1) (0.5 g, 1.5 mmol) in 6N hydrochloric acid solution (10 ml) is stirred at reflux in an oil bath for 18 hours. The water is removed in vacuo to give 0.4 g of a white solid. Reactants: resultant solution, Cl.NC1CCN(CC1)C=1C=C(C(=O)N)C=C(N1)Cl (2-(4-aminopiperidin-1-yl)-6-chloroisonicotinamide hydrochloride), Cl.NC1CCN(CC1)C=1C=C(C(=O)N)C=C(N1)Cl (2-(4-aminopiperidin-1-yl)-6-chloroisonicotinamide hydrochloride), C(C)(C)N(CC)C(C)C (Diisopropylethylamine), C(CCl)Cl (EDC), C1=CC2=C(N=C1)N(N=N2)O (HOAT), ClC=1C=C(NC1C)C(=O)O (4-chloro-5-methyl-1H-pyrrole-2-carboxylic acid), ClC=1C=C(NC1C)C(=O)O (4-chloro-5-methyl-1H-pyrrole-2-carboxylic acid). Run in CN(C)C=O (DMF), CN(C)C=O (DMF). Product: ClC=1C=C(C(=O)N)C=C(N1)N1CCC(CC1)NC(=O)C=1NC(=C(C1)Cl)C (2-Chloro-6-(4-{[(4-chloro-5-methyl-1H-pyrrol-2-yl)carbonyl]amino}piperidin-1-yl)isonicotinamide). As a reaction SMILES: C(N(C(C)C)CC)(C)C.C(Cl)CCl.C1C=NC2N(O)N=NC=2C=1.[Cl:24][C:25]1[CH:26]=[C:27]([C:31]([OH:33])=O)[NH:28][C:29]=1[CH3:30].Cl.[NH2:35][CH:36]1[CH2:41][CH2:40][N:39]([C:42]2[CH:43]=[C:44]([CH:48]=[C:49]([Cl:51])[N:50]=2)[C:45]([NH2:47])=[O:46])[CH2:38][CH2:37]1>CN(C=O)C>[Cl:51][C:49]1[CH:48]=[C:44]([CH:43]=[C:42]([N:39]2[CH2:40][CH2:41][CH:36]([NH:35][C:31]([C:27]3[NH:28][C:29]([CH3:30])=[C:25]([Cl:24])[CH:26]=3)=[O:33])[CH2:37][CH2:38]2)[N:50]=1)[C:45]([NH2:47])=[O:46] |f:4.5|. Procedure: Diisopropylethylamine (0.34 ml, 2.0 mmol), EDC (0.121 g, 0.63 mmol) and HOAT (0.086 g, 0.63 mmol) were added to a stirred solution of 4-chloro-5-methyl-1H-pyrrole-2-carboxylic acid (Intermediate 8, 0.1 g, 0.63 mmol) in DMF (2 ml) at room temperature. The resultant solution was stirred for 15 mins then a solution of 2-(4-aminopiperidin-1-yl)-6-chloroisonicotinamide hydrochloride (Intermediate 70, 0.19 g, 0.75 mmol) in 3 ml of DMF was added. The reaction was concentrated after 2 hours and the resi...